From a dataset of the Open Reaction Database (ORD), a public repository of structured organic reaction records. describe an organic reaction: reactants, conditions, products, and yield The reactants are COc1ncc(Cl)cc1Br, O=C([O-])O, [Li]CCCC, CCCCCC, O=CC=Cc1ccc(Cl)cc1, [Na+]. Yields the product COc1ncc(Cl)cc1C(O)C=Cc1ccc(Cl)cc1. As a reaction SMILES: [Br:1][c:2]1[c:3]([O:9][CH3:10])[n:4][cH:5][c:6]([Cl:8])[cH:7]1.[C:33](=[O:34])([OH:35])[O-:36].[CH2:17]([Li:18])[CH2:19][CH2:20][CH3:21].[CH3:11][CH2:12][CH2:13][CH2:14][CH2:15][CH3:16].[Cl:22][c:23]1[cH:24][cH:25][c:26]([CH:27]=[CH:28][CH:29]=[O:30])[cH:31][cH:32]1.[Na+:37]>>[c:2]1([CH:29]([CH:28]=[CH:27][c:26]2[cH:25][cH:24][c:23]([Cl:22])[cH:32][cH:31]2)[OH:30])[c:3]([O:9][CH3:10])[n:4][cH:5][c:6]([Cl:8])[cH:7]1. Starting materials: OC1=C(C(=O)OC)C=CC(=C1)C#CCC1=CC=2C(CCC(C2C=C1)(C)C)(C)C (methyl 2-hydroxy-4-[3-(5,6,7,8-tetrahydro-5,5,8,8-tetramethyl-2-naphthyl)-1-propynyl]benzoate), C1(=CC=CC=C1)C (toluene), Cl (hydrochloric acid), [H-].C(C(C)C)[Al+]CC(C)C (diisobutylaluminium hydride). Solvent: C(C)(=O)OCC.O (ethyl acetate water), CO (methanol). Yields the product OC1=C(C=CC(=C1)C#CCC1=CC=2C(CCC(C2C=C1)(C)C)(C)C)CO (2-Hydroxy-4-[3-(5,6,7,8-tetrahydro-5,5,8,8-tetramethyl-2-naphthyl)-1-propynyl]benzenemethanol). Reaction SMILES: [OH:1][C:2]1[CH:11]=[C:10]([C:12]#[C:13][CH2:14][C:15]2[CH:24]=[CH:23][C:22]3[C:21]([CH3:26])([CH3:25])[CH2:20][CH2:19][C:18]([CH3:28])([CH3:27])[C:17]=3[CH:16]=2)[CH:9]=[CH:8][C:3]=1[C:4](OC)=[O:5].C1(C)C=CC=CC=1.[H-].C([Al+]CC(C)C)C(C)C.Cl>C(OCC)(=O)C.O.CO>[OH:1][C:2]1[CH:11]=[C:10]([C:12]#[C:13][CH2:14][C:15]2[CH:24]=[CH:23][C:22]3[C:21]([CH3:25])([CH3:26])[CH2:20][CH2:19][C:18]([CH3:28])([CH3:27])[C:17]=3[CH:16]=2)[CH:9]=[CH:8][C:3]=1[CH2:4][OH:5] |f:2.3,5.6|. Reported procedure: 760 mg (2.2 mmol) of methyl 2-hydroxy-4-[3-(5,6,7,8-tetrahydro-5,5,8,8-tetramethyl-2-naphthyl)-1-propynyl]benzoate and 20 ml of toluene are introduced into a three-necked flask under a stream of nitrogen. 4.4 ml of diisobutylaluminium hydride (1 M in toluene) are added at −78° C. and the mixture is allowed to return to room temperature. 9 ml of methanol and then 9 ml of hydrochloric acid (1 N) are successively introduced. The reaction medium is poured into an ethyl acetate/water mixture and the ... Reactants: ClC1=CC=C(C=C1)C=1C=C(C=NC1)C1N(CCC1)C (5-(4-chlorophenyl)-3-(1-methyl-2-pyrrolidinyl) pyridine), C(\C=C\C(=O)O)(=O)O (fumaric acid), amine. Solvent: CO (methanol). Product: C(\C=C\C(=O)O)(=O)O.ClC1=CC=C(C=C1)C=1C=C(C=NC1)C1N(CCC1)C (5-(4-chlorophenyl)-3-(1-methyl-2-pyrrolidinyl)pyridine fumarate). The yield is 72.0%. Reaction SMILES: [Cl:1][C:2]1[CH:7]=[CH:6][C:5]([C:8]2[CH:9]=[C:10]([CH:14]3[CH2:18][CH2:17][CH2:16][N:15]3[CH3:19])[CH:11]=[N:12][CH:13]=2)=[CH:4][CH:3]=1.[C:20]([OH:27])(=[O:26])/[CH:21]=[CH:22]/[C:23]([OH:25])=[O:24]>CO>[C:20]([OH:27])(=[O:26])/[CH:21]=[CH:22]/[C:23]([OH:25])=[O:24].[Cl:1][C:2]1[CH:3]=[CH:4][C:5]([C:8]2[CH:9]=[C:10]([CH:14]3[CH2:18][CH2:17][CH2:16][N:15]3[CH3:19])[CH:11]=[N:12][CH:13]=2)=[CH:6][CH:7]=1 |f:3.4|. Procedure details: The above-referenced pyridine was converted into invention compound of Formula I by the addition of one equivalent of fumaric acid to a methanol (15 mL) solution of the free amine at 25° C. After 30 minutes the solvent was removed in vacuo and the residue pumped under high vacuum. Trituration with diethyl ether followed by recrystallization from ethyl acetate afforded 5-(4-chlorophenyl)-3-(1-methyl-2-pyrrolidinyl)pyridine fumarate, (72%) as a colorless solid. M.p. 159°-160° C. (EtOAc); 1H NMR (D... Procedure: A process for manufacturing 4-hydroxy-2-methyl-N-(2-pyridyl)-2H-1,2-benzothiazine-3-carboxamide 1,1-dioxide, of formula I, ##STR6## which comprises the following reaction sequence: reacting saccharin sodium with isopropyl chloroacetate in dimethylformamide to obtain isopropyl 3-oxo-1,2-benzoisothiazoline-2-acetate 1,1-dioxide, of formula II ##STR7## reacting the isopropyl 3-oxo-1,2-benzoisothiazoline-2-acetate 1,1-dioxide of formula II with sodium isopropylate in isopropanol at a temperature bet... The solvent is CN(C=O)C (dimethylformamide). Starting materials: OC1=C(N(S(C2=C1C=CC=C2)(=O)=O)C)C(=O)NC2=NC=CC=C2 (4-hydroxy-2-methyl-N-(2-pyridyl)-2H-1,2-benzothiazine-3-carboxamide 1,1-dioxide), [Na].S1(=O)(=O)NC(=O)C2=CC=CC=C12 (saccharin sodium), ClCC(=O)OC(C)C (isopropyl chloroacetate). Product: O=C1N(S(C2=C1C=CC=C2)(=O)=O)CC(=O)OC(C)C (isopropyl 3-oxo-1,2-benzoisothiazoline-2-acetate 1,1-dioxide). Reaction SMILES: OC1C2C=CC=CC=2S(=O)(=O)N(C)C=1C(NC1C=CC=CN=1)=O.[Na].[S:25]1([C:36]2[C:31](=[CH:32][CH:33]=[CH:34][CH:35]=2)[C:29](=[O:30])[NH:28]1)(=[O:27])=[O:26].Cl[CH2:38][C:39]([O:41][CH:42]([CH3:44])[CH3:43])=[O:40]>CN(C)C=O>[O:30]=[C:29]1[C:31]2[CH:32]=[CH:33][CH:34]=[CH:35][C:36]=2[S:25](=[O:26])(=[O:27])[N:28]1[CH2:38][C:39]([O:41][CH:42]([CH3:44])[CH3:43])=[O:40] |f:1.2,^1:23|. Procedure: 84 mg (2.16 mmole) of lithium aluminum hydride were added, under an atmosphere of nitrogen, to a solution of 320 mg (1.08 mmole) of (2R*,3S*,4S*)-2-(2,4-difluoro-phenyl)-4,5-epoxy-3-methyl-1-(1H-1,2,4-triazol-1-yl)-2-pentanol (stereoisomer A) [prepared as described in step (a) above] in 20 ml of diethyl ether, whilst ice-cooling and stirring. Ten minutes later the reaction mixture was heated under reflux, and this was continued for hour. At the end of this time, the mixture was cooled, and 2 ml ... Reactants: [H-].[Al+3].[Li+].[H-].[H-].[H-] (lithium aluminum hydride), FC1=C(C=CC(=C1)F)[C@@](CN1N=CN=C1)([C@H]([C@H]1CO1)C)O ((2R*,3S*,4S*)-2-(2,4-difluoro-phenyl)-4,5-epoxy-3-methyl-1-(1H-1,2,4-triazol-1-yl)-2-pentanol), O (water). The product is FC1=C(C=CC(=C1)F)[C@@](CN1N=CN=C1)([C@H]([C@H](C)O)C)O ((2R*,3S*,4S*)-2-(2,4-Difluorophenyl)-3-methyl-1-(1H-1,2,4-triazol-1-yl)-2,4-pentanediol). Solvent: C(C)OCC (diethyl ether). RXN SMILES: [H-].[Al+3].[Li+].[H-].[H-].[H-].[F:7][C:8]1[CH:13]=[C:12]([F:14])[CH:11]=[CH:10][C:9]=1[C@:15]([OH:27])([C@@H:22]([CH3:26])[C@@H:23]1[O:25][CH2:24]1)[CH2:16][N:17]1[CH:21]=[N:20][CH:19]=[N:18]1.O>C(OCC)C>[F:7][C:8]1[CH:13]=[C:12]([F:14])[CH:11]=[CH:10][C:9]=1[C@:15]([OH:27])([C@@H:22]([CH3:26])[C@@H:23]([OH:25])[CH3:24])[CH2:16][N:17]1[CH:21]=[N:20][CH:19]=[N:18]1 |f:0.1.2.3.4.5|. Isolated yield 74.7%. The reactants are O([Na])C.CO (NaOCH3 CH3OH), Br.C(N)(=N)N1C(NC(C1)(C)C)=O (1-amidino-4,4-dimethyl-2-oxoimidazolidine hydrobromide), CN(C(C(=COCC)C#N)=O)C1=CC(=CC=C1)C(F)(F)F (2-cyano-3-ethoxyacrylic acid N-methyl-N-(3-trifluoromethylphenyl)amide). The solvent is CO (methanol). Run at temperature 45 celsius, time 30 minute. Product: C(#N)C(=CNC(N1C(NC(C1)(C)C)=O)=N)C(N(C1=CC(=CC=C1)C(F)(F)F)C)=O (1-cyano-1-[N-methyl-N-(3-trifluoromethylphenyl)carbamoyl]-2-[imino(4,4-dimethyl-2-oxo-1-imidazolidinyl)methylamino]ethene). Yield: 77.7%. Reaction SMILES: O(C)[Na].CO.Br.[C:7]([N:10]1[CH2:14][C:13]([CH3:16])([CH3:15])[NH:12][C:11]1=[O:17])(=[NH:9])[NH2:8].[CH3:18][N:19]([C:29]1[CH:34]=[CH:33][CH:32]=[C:31]([C:35]([F:38])([F:37])[F:36])[CH:30]=1)[C:20](=[O:28])[C:21]([C:26]#[N:27])=[CH:22]OCC>CO>[C:26]([C:21]([C:20](=[O:28])[N:19]([CH3:18])[C:29]1[CH:34]=[CH:33][CH:32]=[C:31]([C:35]([F:38])([F:37])[F:36])[CH:30]=1)=[CH:22][NH:9][C:7](=[NH:8])[N:10]1[CH2:14][C:13]([CH3:15])([CH3:16])[NH:12][C:11]1=[O:17])#[N:27] |f:0.1,2.3|. Procedure: 3.60 g (=3.67 ml, 20 mmol) of 30% strength NaOCH3 /CH3OH solution were added to a solution of 4.74 g (20 mmol) of 1-amidino-4,4-dimethyl-2-oxoimidazolidine hydrobromide in 47 ml of methanol at room temperature, and the mixture was stirred at 45° C. for 30 min. The solution was then cooled to 20° C. and, at 20° C., 5.97 g (20 mmol) of 2-cyano-3-ethoxyacrylic acid N-methyl-N-(3-trifluoromethylphenyl)amide were added and the mixture was stirred at 20° C. for 20 min, at room temperature for 1.5 hour... Starting materials: CC1=NC2=CC=CC=C2C=C1NC(OC1=CC=CC=C1)=S (Phenyl N-(2-methylquinolin-3-yl)thiocarbamate), FC=1C=C(C=C(C1)F)N1CCNCC1 (1-(3,5-difluorophenyl)piperazine). Product: CC1=NC2=CC=CC=C2C=C1NC(=S)N1CCN(CC1)C1=CC(=CC(=C1)F)F (1-[(2-Methylquinolin-3-yl)aminothiocarbonyl]-4-(3,5-difluorophenyl)piperazine). Yield: 74.0%. RXN SMILES: [CH3:1][C:2]1[C:11]([NH:12][C:13](=[S:21])OC2C=CC=CC=2)=[CH:10][C:9]2[C:4](=[CH:5][CH:6]=[CH:7][CH:8]=2)[N:3]=1.[F:22][C:23]1[CH:24]=[C:25]([N:30]2[CH2:35][CH2:34][NH:33][CH2:32][CH2:31]2)[CH:26]=[C:27]([F:29])[CH:28]=1>>[CH3:1][C:2]1[C:11]([NH:12][C:13]([N:33]2[CH2:32][CH2:31][N:30]([C:25]3[CH:24]=[C:23]([F:22])[CH:28]=[C:27]([F:29])[CH:26]=3)[CH2:35][CH2:34]2)=[S:21])=[CH:10][C:9]2[C:4](=[CH:5][CH:6]=[CH:7][CH:8]=2)[N:3]=1. Reported procedure: Phenyl N-(2-methylquinolin-3-yl)thiocarbamate and 1-(3,5-difluorophenyl)piperazine were reacted by the same way with the example 125 to obtain the titled compound.